From a dataset of the Open Reaction Database (ORD), a public repository of structured organic reaction records. describe an organic reaction: reactants, conditions, products, and yield Reactants: FC(C=1C(=CC=CC1)N=C=O)(F)F (α,α,α-Trifluoro-o-tolyl isocyanate), NC1=C(C(=O)O)C(=C(C(=C1)C)C(=O)OCC)C (2-amino-5-ethoxycarbonyl-4,6-dimethylbenzoic acid). Run in C(C)OCC (diethyl ether). Reaction conditions: time 8 hour. The product is C(C)OC(=O)C=1C(=C2C(N(C(NC2=CC1C)=O)C1=C(C=CC=C1)C(F)(F)F)=O)C (6-ethoxycarbonyl-5,7-dimethyl-3-[2-(trifluoromethyl)phenyl]-2,4-(1H,3H)-quinazolinedione). The yield is 67.1%. Reaction SMILES: [F:1][C:2]([F:13])([F:12])[C:3]1[C:4]([N:9]=[C:10]=[O:11])=[CH:5][CH:6]=[CH:7][CH:8]=1.[NH2:14][C:15]1[CH:23]=[C:22]([CH3:24])[C:21]([C:25]([O:27][CH2:28][CH3:29])=[O:26])=[C:20]([CH3:30])[C:16]=1[C:17]([OH:19])=O>C(OCC)C>[CH2:28]([O:27][C:25]([C:21]1[C:20]([CH3:30])=[C:16]2[C:15](=[CH:23][C:22]=1[CH3:24])[NH:14][C:10](=[O:11])[N:9]([C:4]1[CH:5]=[CH:6][CH:7]=[CH:8][C:3]=1[C:2]([F:1])([F:12])[F:13])[C:17]2=[O:19])=[O:26])[CH3:29]. Procedure: α,α,α-Trifluoro-o-tolyl isocyanate (434 mg) was added to a solution of 2-amino-5-ethoxycarbonyl-4,6-dimethylbenzoic acid (500 mg) in diethyl ether (22 ml), and the mixture was stirred overnight. The resulting precipitate was filtered off and dissolved in ethanol (15 ml). Then, hydrogen chloride (1 g) was introduced into the solution. The reaction mixture was refluxed for 3 hours and the solvent was evaporated off. The residue was recrystallized from diethyl ether to give 6-ethoxycarbonyl-5,7-dim... Reactants: CC(=O)Cl, Cl, Cl, CNc1cc(NN)nnc1CC(C)O, c1ccncc1. Product: CNc1cc(NNC(C)=O)nnc1CC(C)O. Reaction SMILES: [CH3:17][C:18]([Cl:19])=[O:20].[ClH:1].[ClH:2].[OH:3][CH:4]([CH2:5][c:6]1[n:7][n:8][c:9]([NH:14][NH2:15])[cH:10][c:11]1[NH:12][CH3:13])[CH3:16].[cH:21]1[cH:22][cH:23][n:24][cH:25][cH:26]1>>[OH:3][CH:4]([CH2:5][c:6]1[n:7][n:8][c:9]([NH:14][NH:15][C:18]([CH3:17])=[O:20])[cH:10][c:11]1[NH:12][CH3:13])[CH3:16]. Reactants: ClCCCOC1=CC=CC=C1 (O-(3-chloropropyl)phenol), NCCCC(=O)O (4-aminobutanoic acid), polyphosphoric acid. Yields the product ClCCCOC1=CC=C(C=C1)C1=NCCC1 (2-[4-(3-chloropropoxy)phenyl]-4,5-dihydro-3H-pyrrole). Yield: 9.3%. As a reaction SMILES: [Cl:1][CH2:2][CH2:3][CH2:4][O:5][C:6]1[CH:11]=[CH:10][CH:9]=[CH:8][CH:7]=1.[NH2:12][CH2:13][CH2:14][CH2:15][C:16](O)=O>>[Cl:1][CH2:2][CH2:3][CH2:4][O:5][C:6]1[CH:11]=[CH:10][C:9]([C:16]2[CH2:15][CH2:14][CH2:13][N:12]=2)=[CH:8][CH:7]=1. Procedure: Following the procedure described in example 1§A, but starting from O-(3-chloropropyl)phenol (3.41 g), 4-aminobutanoic acid (2.06 g) and polyphosphoric acid (36 g) gives 0.44 g of 2-[4-(3-chloropropoxy)phenyl]-4,5-dihydro-3H-pyrrole. As a reaction SMILES: [CH:1]([C:4]1([CH3:21])[C:8](=[O:9])[N:7]([S:10]([C:13]2[CH:18]=[CH:17][C:16]([CH3:19])=[CH:15][CH:14]=2)(=[O:12])=[O:11])[C:6]([CH3:20])=[N:5]1)([CH3:3])[CH3:2].N1C(=[O:27])CN=C1>C(Cl)Cl>[C:6]([NH:5][C:4]([CH3:21])([CH:1]([CH3:3])[CH3:2])[C:8]([NH:7][S:10]([C:13]1[CH:18]=[CH:17][C:16]([CH3:19])=[CH:15][CH:14]=1)(=[O:12])=[O:11])=[O:9])(=[O:27])[CH3:20]. The product is C(C)(=O)NC(C(=O)NS(=O)(=O)C1=CC=C(C=C1)C)(C(C)C)C (2-acetamido-2,3-dimethyl-N-(p-toluenesulfonyl)butyramide). Procedure details: The reaction mixture is checked for completeness of formation of 4-isopropyl-2,4-dimethyl-1-(p-tolylsulfonyl)-2-imidazolin-5-one by infrared spectroscopy. The product imidazolin-5-one is then hydrolyzed by diluting the solution with 100 mL of methylene cloride and washing twice with water and once with HCl 10%. The organic layer is concentrated in vacuo and the resulting yellowish oily residue is shaken with ether and allowed to stand. Upon standing the title product precipitates as a white soli... The solvent is C(Cl)Cl (methylene cloride). The reactants are C(C)(C)C1(N=C(N(C1=O)S(=O)(=O)C1=CC=C(C=C1)C)C)C (4-isopropyl-2,4-dimethyl-1-(p-tolylsulfonyl)-2-imidazolin-5-one), N1C=NCC1=O (imidazolin-5-one).